describe an organic reaction: reactants, conditions, products, and yield From a dataset of the Open Reaction Database (ORD), a public repository of structured organic reaction records. The reactants are C(C1=CC=CC=C1)N1CC(CCC1)N (N-benzyl 3-aminopiperidine), C(#N)C=1C=C(C=CC1)N=C=O (3-cyanophenyl isocyanate), CN(C=O)C (dimethylformamide). Run in O (water). Reaction conditions: time 18 hour. Product: C(#N)C=1C=C(C=CC1)N(C(=O)NC1CN(CCC1)CC1=CC=CC=C1)C1CCCCCC1 (N-(3-cyanophenyl)-N'-((N-benzyl)piperidin-3-yl)cycloheptylurea). As a reaction SMILES: [CH2:1]([N:8]1[CH2:13][CH2:12][CH2:11][CH:10]([NH2:14])[CH2:9]1)[C:2]1[CH:7]=[CH:6][CH:5]=[CH:4][CH:3]=1.[C:15]([C:17]1[CH:18]=[C:19](N=C=O)[CH:20]=C[CH:22]=1)#[N:16].[CH3:26][N:27]([CH3:30])[CH:28]=[O:29]>O>[C:15]([C:17]1[CH:22]=[C:26]([N:27]([CH:30]2[CH2:5][CH2:4][CH2:3][CH2:2][CH2:7][CH2:6]2)[C:28]([NH:14][CH:10]2[CH2:11][CH2:12][CH2:13][N:8]([CH2:1][C:2]3[CH:3]=[CH:4][CH:5]=[CH:6][CH:7]=3)[CH2:9]2)=[O:29])[CH:20]=[CH:19][CH:18]=1)#[N:16]. Reported procedure: A mixture of 4.3 g of N-benzyl 3-aminopiperidine (22.6 mmol) and 3-cyanophenyl isocyanate (3.58 g, 24.9 mmol) in dimethylformamide (100 mL) was stirred at ambient temperature for 18 h. The reaction was diluted with water (500 mL) and extracted with ethyl acetate (3×150 mL). The organic solution was washed with water (5×100 mL), dried and evaporated. This material was purified further by flash chromatography on silica gel using a gradient of 1:1 to 3:1 ethyl acetate:hexane. There was obtained 3.1... Reactants: C=CCn1cc2c(n1)CCc1c-2sc2ncnc(Nc3ccc(OCc4cccc(F)c4)c(Cl)c3)c12, CCOC(C)=O, O=C(O)C(F)(F)F. Yields the product CCCn1cc2c(n1)CCc1c-2sc2ncnc(Nc3ccc(OCc4cccc(F)c4)c(Cl)c3)c12, O=C(O)C(F)(F)F. As a reaction SMILES: [CH2:8]([CH:9]=[CH2:10])[n:11]1[n:12][c:13]2[c:18]([cH:19]1)-[c:17]1[c:16]([c:22]3[c:21]([s:20]1)[n:26][cH:25][n:24][c:23]3[NH:27][c:28]1[cH:29][c:30]([Cl:43])[c:31]([O:34][CH2:35][c:36]3[cH:37][c:38]([F:42])[cH:39][cH:40][cH:41]3)[cH:32][cH:33]1)[CH2:15][CH2:14]2.[CH3:44][CH2:45][O:46][C:47](=[O:48])[CH3:49].[F:1][C:2]([C:3](=[O:4])[OH:5])([F:6])[F:7]>>[CH2:8]([CH2:9][CH3:10])[n:11]1[n:12][c:13]2[c:18]([cH:19]1)-[c:17]1[c:16]([c:22]3[c:21]([s:20]1)[n:26][cH:25][n:24][c:23]3[NH:27][c:28]1[cH:29][c:30]([Cl:43])[c:31]([O:34][CH2:35][c:36]3[cH:37][c:38]([F:42])[cH:39][cH:40][cH:41]3)[cH:32][cH:33]1)[CH2:15][CH2:14]2.[F:1][C:2]([C:3](=[O:4])[OH:5])([F:6])[F:7]. Reactants: N=1N=C(N2C1C=CC=C2)C2=NC1=C(C=CC=C1C=C2)N2CCC(CC2)(C)NC(OCC2=CC=CC=C2)=O (benzyl 1-(2-([1,2,4]triazolo[4,3-a]pyridin-3-yl)quinolin-8-yl)-4-methylpiperidin-4-ylcarbamate), Cl (HCl). The solvent is O (water), C(Cl)Cl (CH2Cl2). Reaction conditions: temperature 90 celsius, time 45 minute. Product: N=1N=C(N2C1C=CC=C2)C2=NC1=C(C=CC=C1C=C2)N2CCC(CC2)(N)C (1-(2-([1,2,4]triazolo[4,3-a]pyridin-3-yl)quinolin-8-yl)-4-methylpiperidin-4-amine). The yield is 69.4%. As a reaction SMILES: [N:1]1[N:2]=[C:3]([C:10]2[CH:19]=[CH:18][C:17]3[C:12](=[C:13]([N:20]4[CH2:25][CH2:24][C:23]([NH:27]C(=O)OCC5C=CC=CC=5)([CH3:26])[CH2:22][CH2:21]4)[CH:14]=[CH:15][CH:16]=3)[N:11]=2)[N:4]2[CH:9]=[CH:8][CH:7]=[CH:6][C:5]=12.Cl>O.C(Cl)Cl>[N:1]1[N:2]=[C:3]([C:10]2[CH:19]=[CH:18][C:17]3[C:12](=[C:13]([N:20]4[CH2:21][CH2:22][C:23]([CH3:26])([NH2:27])[CH2:24][CH2:25]4)[CH:14]=[CH:15][CH:16]=3)[N:11]=2)[N:4]2[CH:9]=[CH:8][CH:7]=[CH:6][C:5]=12. Procedure: To the product from Step A (0.115 g, 0.233 mmol) was added HCl (1.17 mL, 7.00 mmol, 6.0N aqueous). The mixture was stirred at 90° C. for 45 minutes. The mixture was then cooled to ambient temperature and diluted with water (10 mL) and with CH2Cl2 (10 mL). The layers were mixed and separated and the aqueous phase was washed once more with CH2Cl2 (10 mL) and was then treated with saturated aqueous Na2CO3 until pH=10. The aqueous phase was then extracted with CH2Cl2 (3×10 mL). The combined organic ...